From a dataset of the Open Reaction Database (ORD), a public repository of structured organic reaction records. describe an organic reaction: reactants, conditions, products, and yield The reactants are B (borane), ClN1C=2C=3N(C4=C(C1)CC(CC4)C(=O)C4CCCCC4)C4=C(C3C(CC2)=O)C=NC=C4 (6-chloro-3-cyclohexylcarbonyl-1,2,3,4-tetrahydropyrido[4',3':2,3]indolo[1,7-ab][1,4]benzodiazepin-9(8H)-one). Run in O1CCCC1 (tetrahydrofuran), O1CCCC1 (tetrahydrofuran). Yields the product ClN1C=2C=3N(C4=C(C1)CC(CC4)CC4CCCCC4)C4=C(C3CCC2)C=NC=C4 (6-Chloro-3-cyclohexylmethyl-1,2,3,4,8,9-hexahydropyrido[4',3':2,3]indolo[1,7-ab][1,4]benzodiazepine). As a reaction SMILES: B.[Cl:2][N:3]1[CH2:9][C:8]2[CH2:10][CH:11]([C:14]([CH:16]3[CH2:21][CH2:20][CH2:19][CH2:18][CH2:17]3)=O)[CH2:12][CH2:13][C:7]=2[N:6]2[C:22]3[CH:32]=[CH:31][N:30]=[CH:29][C:23]=3[C:24]3[C:25](=O)[CH2:26][CH:27]=[C:4]1[C:5]=32>O1CCCC1>[Cl:2][N:3]1[CH2:9][C:8]2[CH2:10][CH:11]([CH2:14][CH:16]3[CH2:17][CH2:18][CH2:19][CH2:20][CH2:21]3)[CH2:12][CH2:13][C:7]=2[N:6]2[C:22]3[CH:32]=[CH:31][N:30]=[CH:29][C:23]=3[C:24]3[CH2:25][CH2:26][CH:27]=[C:4]1[C:5]=32. Procedure: A solution of borane in tetrahydrofuran (1 M, 50 ml) was added carefully to a stirred solution-suspension of 6-chloro-3-cyclohexylcarbonyl-1,2,3,4-tetrahydropyrido[4',3':2,3]indolo[1,7-ab][1,4]benzodiazepin-9(8H)-one (3.0 g) in tetrahydrofuran (100 ml) and the resulting mixture refluxed for 2 hours, cooled and the excess of borane destroyed by dropwise addition of water. The mixture was then evaporated to dryness under reduced pressure and the residue refluxed with a mixture of 1-octene (50 ml) ... Reactants: FC1=C(C=2CCC(N3C=C(C(C(C23)=C1)=O)C(=O)O)C)Br (9-fluoro-8-bromo-5-methyl-6,7-dihydro-1-oxo-1H,5H-benzo[ij]quinolizine-2-carboxylic acid), C(C1=CC=CC=C1)C1CCNCC1 (4-benzylpiperidine). The solvent is CN(P(N(C)C)(N(C)C)=O)C (hexamethylphosphoric triamide), CN(P(N(C)C)(N(C)C)=O)C (hexamethylphosphoric triamide). Reaction conditions: time 1 day. Yields the product FC1=C(C=2CCC(N3C=C(C(C(C23)=C1)=O)C(=O)O)C)N1CCC(CC1)CC1=CC=CC=C1 (9-fluoro-8-(4-benzyl-1-piperidyl)-5-methyl-6,7-dihydro-1-oxo-1H,5H-benzo[ij]quinolizine-2-carboxylic acid). Isolated yield 14.1%. As a reaction SMILES: [F:1][C:2]1[CH:14]=[C:12]2[C:13]3[N:8]([CH:9]=[C:10]([C:16]([OH:18])=[O:17])[C:11]2=[O:15])[CH:7]([CH3:19])[CH2:6][CH2:5][C:4]=3[C:3]=1Br.[CH2:21]([CH:28]1[CH2:33][CH2:32][NH:31][CH2:30][CH2:29]1)[C:22]1[CH:27]=[CH:26][CH:25]=[CH:24][CH:23]=1>CN(C)P(=O)(N(C)C)N(C)C>[F:1][C:2]1[CH:14]=[C:12]2[C:13]3[N:8]([CH:9]=[C:10]([C:16]([OH:18])=[O:17])[C:11]2=[O:15])[CH:7]([CH3:19])[CH2:6][CH2:5][C:4]=3[C:3]=1[N:31]1[CH2:32][CH2:33][CH:28]([CH2:21][C:22]2[CH:27]=[CH:26][CH:25]=[CH:24][CH:23]=2)[CH2:29][CH2:30]1. Procedure: In a 50 ml flask were placed 2.5 g of 9-fluoro-8-bromo-5-methyl-6,7-dihydro-1-oxo-1H,5H-benzo[ij]quinolizine-2-carboxylic acid, 6.4 g of 4-benzylpiperidine and 25 ml of hexamethylphosphoric triamide and the mixture was stirred at 160° C. in an argon gas atmosphere for 7 hours. After disappearance of the starting materials was confirmed by thin layer chromatography, hexamethylphosphoric triamide was removed using a vacuum pump followed by cooling to room temperature. To the residue was added ethy... Reactants: CC1=CC(=CO1)C(=O)OCC (ethyl 5-methylfuran-3-carboxylate), [OH-].[K+] (potassium hydroxide), Cl (hydrochloric acid). Run in O (water). Run at temperature 10 celsius, time 2 hour. Product: CC1=CC(=CO1)C(=O)O (5-methylfuran-3-carboxylic acid). The yield is 91.3%. RXN SMILES: [CH3:1][C:2]1[O:6][CH:5]=[C:4]([C:7]([O:9]CC)=[O:8])[CH:3]=1.[OH-].[K+].Cl>O>[CH3:1][C:2]1[O:6][CH:5]=[C:4]([C:7]([OH:9])=[O:8])[CH:3]=1 |f:1.2|. Procedure: A mixture of 31.7 g (206 mmol) of ethyl 5-methylfuran-3-carboxylate, 40 ml of 45% strength potassium hydroxide and 100 ml of water was refluxed for 4 h, then cooled to 10° C. and acidified to pH 1 with 15% strength hydrochloric acid. The resulting mixture was left at this temperature for 2 h, and the precipitate was filtered off and dried to constant weight at 45-50° C., resulting in 23.7 g (188 mmol, 91%) of 5-methylfuran-3-carboxylic acid. Reactants: C(C=C)(=O)OC (methyl acrylate), [Na] (sodium), OC=1C=C(COC2CN(CCC2C2=CC=C(C=C2)OCCCOCC2=C(C=CC=C2)OC)C(=O)OCC2=CC=CC=C2)C=CC1C (benzyl 3-(3-hydroxy-4-methylbenzyloxy)-4-{4-[3-(2-methoxybenzyloxy)propoxy]phenyl}piperidine-1-carboxylate). Run in C(C)O (ethanol). Reaction conditions: time 18 hour. Yields the product COC1=C(COCCCOC2=CC=C(C=C2)C2C(CN(CC2)C(=O)OCC2=CC=CC=C2)OCC2=CC(=C(C=C2)C)OCCC(=O)OC)C=CC=C1 (Benzyl 4-{4-[3-(2-methoxybenzyloxy)propoxy]phenyl}-3-[3-(2-methoxycarbonylethoxy)-4-methylbenzyloxy]piperidine-1-carboxylate), SiO2. Reaction SMILES: [Na].[OH:2][C:3]1[CH:4]=[C:5]([CH:44]=[CH:45][C:46]=1[CH3:47])[CH2:6][O:7][CH:8]1[CH:13]([C:14]2[CH:19]=[CH:18][C:17]([O:20][CH2:21][CH2:22][CH2:23][O:24][CH2:25][C:26]3[CH:31]=[CH:30][CH:29]=[CH:28][C:27]=3[O:32][CH3:33])=[CH:16][CH:15]=2)[CH2:12][CH2:11][N:10]([C:34]([O:36][CH2:37][C:38]2[CH:43]=[CH:42][CH:41]=[CH:40][CH:39]=2)=[O:35])[CH2:9]1.[C:48]([O:52][CH3:53])(=[O:51])[CH:49]=[CH2:50]>C(O)C>[CH3:33][O:32][C:27]1[CH:28]=[CH:29][CH:30]=[CH:31][C:26]=1[CH2:25][O:24][CH2:23][CH2:22][CH2:21][O:20][C:17]1[CH:18]=[CH:19][C:14]([CH:13]2[CH2:12][CH2:11][N:10]([C:34]([O:36][CH2:37][C:38]3[CH:43]=[CH:42][CH:41]=[CH:40][CH:39]=3)=[O:35])[CH2:9][CH:8]2[O:7][CH2:6][C:5]2[CH:44]=[CH:45][C:46]([CH3:47])=[C:3]([O:2][CH2:50][CH2:49][C:48]([O:52][CH3:53])=[O:51])[CH:4]=2)=[CH:15][CH:16]=1 |^1:0|. Procedure: The solution of 5.1 mg of sodium in 0.5 ml of ethanol is admixed with 0.626 g of benzyl 3-(3-hydroxy-4-methylbenzyloxy)-4-{4-[3-(2-methoxybenzyloxy)propoxy]phenyl}piperidine-1-carboxylate and 15 ml of methyl acrylate and stirred at room temperature over 18 hours. The reaction mixture is concentrated by evaporation, and the residue is admixed with 25 ml of 0.5M HCl (cold) and extracted with tert-butyl methyl ether (2×25 ml). The organic phases are washed with brine (25 ml), dried over sodium sulp... The reactants are CS(=O)(=O)O, Cc1ccccc1, O=Cc1ccccc1, CC(C)N(C(N)=O)c1ccc2c(c1)OCC2. The product is CC(C)N1C(=O)NC(c2ccccc2)c2cc3c(cc21)OCC3. As a reaction SMILES: [CH3:25][S:26](=[O:27])(=[O:28])[OH:29].[CH3:30][c:31]1[cH:32][cH:33][cH:34][cH:35][cH:36]1.[CH:17](=[O:18])[c:19]1[cH:20][cH:21][cH:22][cH:23][cH:24]1.[CH:1]([CH3:2])([CH3:3])[N:4]([C:5](=[O:6])[NH2:7])[c:8]1[cH:9][c:10]2[c:11]([cH:15][cH:16]1)[CH2:12][CH2:13][O:14]2>>[CH:1]([CH3:2])([CH3:3])[N:4]1[C:5](=[O:6])[NH:7][CH:17]([c:19]2[cH:20][cH:21][cH:22][cH:23][cH:24]2)[c:16]2[c:8]1[cH:9][c:10]1[c:11]([cH:15]2)[CH2:12][CH2:13][O:14]1. Starting materials: COC(=O)CC(C)c1ccc(NC(=O)Cc2ccc([N+](=O)[O-])c(OC(C)=O)c2)nc1, C1CCNCC1, ClCCl. The product is COC(=O)CC(C)c1ccc(NC(=O)Cc2ccc([N+](=O)[O-])c(O)c2)nc1. Reaction SMILES: [C:1](=[O:2])([CH3:3])[O:4][c:5]1[cH:6][c:7]([CH2:14][C:15](=[O:16])[NH:17][c:18]2[cH:19][cH:20][c:21]([CH:24]([CH2:25][C:26](=[O:27])[O:28][CH3:29])[CH3:30])[cH:22][n:23]2)[cH:8][cH:9][c:10]1[N+:11](=[O:12])[O-:13].[CH2:31]1[CH2:32][CH2:33][NH:34][CH2:35][CH2:36]1.[Cl:37][CH2:38][Cl:39]>>[OH:4][c:5]1[cH:6][c:7]([CH2:14][C:15](=[O:16])[NH:17][c:18]2[cH:19][cH:20][c:21]([CH:24]([CH2:25][C:26](=[O:27])[O:28][CH3:29])[CH3:30])[cH:22][n:23]2)[cH:8][cH:9][c:10]1[N+:11](=[O:12])[O-:13]. The reactants are O=C([O-])[O-], ClC(Cl)Cl, [K+], [K+], [K], [Na], O=C(Cl)N1CCC(CCCc2ccccc2)CC1, NS(=O)(=O)C=Cc1ccccc1. Product: O=C(NS(=O)(=O)C=Cc1ccccc1)N1CCC(CCCc2ccccc2)CC1. Reaction SMILES: [C:13](=[O:14])([O-:15])[O-:16].[CH:39]([Cl:40])([Cl:41])[Cl:42].[K+:17].[K+:18].[K:38].[Na:37].[c:19]1([CH2:25][CH2:26][CH2:27][CH:28]2[CH2:29][CH2:30][N:31]([C:34](=[O:35])[Cl:36])[CH2:32][CH2:33]2)[cH:20][cH:21][cH:22][cH:23][cH:24]1.[c:1]1([CH:7]=[CH:8][S:9](=[O:10])(=[O:11])[NH2:12])[cH:2][cH:3][cH:4][cH:5][cH:6]1>>[c:1]1([CH:7]=[CH:8][S:9](=[O:10])(=[O:11])[NH:12][C:34]([N:31]2[CH2:30][CH2:29][CH:28]([CH2:27][CH2:26][CH2:25][c:19]3[cH:20][cH:21][cH:22][cH:23][cH:24]3)[CH2:33][CH2:32]2)=[O:35])[cH:2][cH:3][cH:4][cH:5][cH:6]1. Reactants: CN1CCNCC1, Clc1cc(Cl)nc(-c2ccccc2)n1, O. The product is CN1CCN(c2cc(Cl)nc(-c3ccccc3)n2)CC1. RXN SMILES: [CH3:15][N:16]1[CH2:17][CH2:18][NH:19][CH2:20][CH2:21]1.[Cl:1][c:2]1[n:3][c:4](-[c:9]2[cH:10][cH:11][cH:12][cH:13][cH:14]2)[n:5][c:6]([Cl:8])[cH:7]1.[OH2:22]>>[c:2]1([N:19]2[CH2:18][CH2:17][N:16]([CH3:15])[CH2:21][CH2:20]2)[n:3][c:4](-[c:9]2[cH:10][cH:11][cH:12][cH:13][cH:14]2)[n:5][c:6]([Cl:8])[cH:7]1. Starting materials: C([O-])(O)=O.[Na+] (sodium bicarbonate), C(=O)(OC)CCCCCCC=1C(C[C@H](C1)O)=O (2-(6-carbomethoxyhexyl)-4(R)-hydroxy-cyclopent-2-en-1-one), [Cl-].[Na+] (sodium chloride), O1CCCC=C1 (dihydropyran), O.C1(=CC=C(C=C1)S(=O)(=O)O)C (p-toluenesulfonic acid monohydrate). The solvent is C(Cl)Cl (methylene chloride), O (water). Yields the product O1C(CCCC1)O[C@H]1C=C(C(C1)=O)CCCCCCC(=O)OC (4(R)-Tetrahydropyranyloxy-2-(6-carbomethoxyhexyl)-cyclopent-2-en-1-one). As a reaction SMILES: [C:1]([CH2:5][CH2:6][CH2:7][CH2:8][CH2:9][CH2:10][C:11]1[C:12](=[O:17])[CH2:13][C@@H:14]([OH:16])[CH:15]=1)([O:3][CH3:4])=[O:2].[O:18]1[CH:23]=[CH:22][CH2:21][CH2:20][CH2:19]1.O.C1(C)C=CC(S(O)(=O)=O)=CC=1.[Cl-].[Na+].C(=O)(O)[O-].[Na+]>O.C(Cl)Cl>[O:18]1[CH2:23][CH2:22][CH2:21][CH2:20][CH:19]1[O:16][C@@H:14]1[CH2:13][C:12](=[O:17])[C:11]([CH2:10][CH2:9][CH2:8][CH2:7][CH2:6][CH2:5][C:1]([O:3][CH3:4])=[O:2])=[CH:15]1 |f:2.3,4.5,6.7|. Reported procedure: A vigorously stirred, ice-cold solution of 10 g. of 2-(6-carbomethoxyhexyl)-4(R)-hydroxy-cyclopent-2-en-1-one [R. Pappo, et al., Tetrahedron Letters, 943(1973)] and 15 g. of dihydropyran in 215 ml. of methylene chloride is treated with 85 mg. of p-toluenesulfonic acid monohydrate. After stirring for 5 minutes at 0° C. and 60 minutes at 25° C., the solution is poured into a stirred mixture of 40 ml. of saturated sodium chloride solution, 40 ml. of saturated sodium bicarbonate solution and 80 ml. ... Reactants: [Al+3], ClCCl, COc1ccc(-c2cc3ccc(OC)cc3s2)cc1, [Cl-], [Cl-], [Cl-], O=C(Cl)c1ccc(Cl)nc1. Yields the product COc1ccc(-c2sc3cc(OC)ccc3c2C(=O)c2ccc(Cl)nc2)cc1. As a reaction SMILES: [Al+3:33].[CH2:34]([Cl:35])[Cl:36].[CH3:11][O:12][c:13]1[cH:14][cH:15][c:16]2[c:17]([s:18][c:19](-[c:21]3[cH:22][cH:23][c:24]([O:27][CH3:28])[cH:25][cH:26]3)[cH:20]2)[cH:29]1.[Cl-:30].[Cl-:31].[Cl-:32].[Cl:1][c:2]1[n:3][cH:4][c:5]([C:8](=[O:9])[Cl:10])[cH:6][cH:7]1>>[Cl:1][c:2]1[n:3][cH:4][c:5]([C:8](=[O:9])[c:20]2[c:16]3[cH:15][cH:14][c:13]([O:12][CH3:11])[cH:29][c:17]3[s:18][c:19]2-[c:21]2[cH:22][cH:23][c:24]([O:27][CH3:28])[cH:25][cH:26]2)[cH:6][cH:7]1.